This data is from the Open Reaction Database (ORD), a public repository of structured organic reaction records. The task is: describe an organic reaction: reactants, conditions, products, and yield The reactants are N1C=NC2=C1C=C(C=C2)C2=NN=C(O2)S (5-(1H-benzo[d]imidazol-6-yl)-1,3,4-oxadiazole-2-thiol), TEA, CI (methyliodide). Run in CCO (EtOH). The product is CSC1=NN=C(O1)C1=CC2=C(NC=N2)C=C1 (5-(5-(Methylthio)-1,3,4-oxadiazol-2-yl)-1H-benzo[d]imidazole). Reaction SMILES: [NH:1]1[C:5]2[CH:6]=[C:7]([C:10]3[O:14][C:13]([SH:15])=[N:12][N:11]=3)[CH:8]=[CH:9][C:4]=2[N:3]=[CH:2]1.[CH3:16]I>CCO>[CH3:16][S:15][C:13]1[O:14][C:10]([C:7]2[CH:8]=[CH:9][C:4]3[NH:3][CH:2]=[N:1][C:5]=3[CH:6]=2)=[N:11][N:12]=1. Procedure: 1 (0.33 g, 1.5 mmol), TEA (0.209 mL, 1.5 mmol) and methyliodide (0.093 mL, 1.5 mmol) were dissolved in 10 mL of EtOH and kept under reflux overnight. The solvent was removed and the remaining oil was purified by flash-chromatography on silica gel, applying a CHCl3/MeOH gradient. The reactants are C(C1=CC=CC=C1)(=O)C1=CC=CC=C1 (Benzophenone), O (water), [Na] (sodium), C(#N)C1=CC=NC=C1 (4-cyanopyridine). Run in C=1(C(=CC=CC1)C)C (xylene), C=1(C(=CC=CC1)C)C (Xylene). Reaction conditions: time 30 minute. Product: N1=CC=C(C=C1)C(O)(C1=CC=CC=C1)C1=CC=CC=C1 (4-pyridyl diphenyl carbinol). Yield: 93.2%. As a reaction SMILES: [C:1]([C:9]1[CH:14]=[CH:13][CH:12]=[CH:11][CH:10]=1)(=[O:8])[C:2]1[CH:7]=[CH:6][CH:5]=[CH:4][CH:3]=1.[Na].C([C:18]1[CH:23]=[CH:22][N:21]=[CH:20][CH:19]=1)#N.O>C1(C)C(C)=CC=CC=1>[N:21]1[CH:22]=[CH:23][C:18]([C:1]([C:9]2[CH:14]=[CH:13][CH:12]=[CH:11][CH:10]=2)([C:2]2[CH:7]=[CH:6][CH:5]=[CH:4][CH:3]=2)[OH:8])=[CH:19][CH:20]=1 |^1:14|. Reported procedure: Benzophenone (54.6 grams, 0.3 mole) was charged into a 1 liter roundbottom three neck flask equipped with a mechanical stirrer, reflux condenser and dropping funnel. Xylene (300 ml) and sodium metal (16.6 grams, 0.72 mole) cut into small pieces were then added. The flask was heated slowly and refluxed under an inert atmosphere (nitrogen) with mechanical stirring for 30 minutes. 4-cyanopyridine (38.2 grams, 0.37 mole) dissolved in xylene (200 ml) was then added over a period of 1 hour, whereafter... Starting materials: N\C(\[C@H]1N(CCCC1)C(=O)[O-])=N/OC(COC1CCN(CC1)C(=O)OCC1=CC=CC=C1)=O ((Z)-(2S)-2-[amino([2-(1-[(benzyloxy)carbonyl]-4-piperidyloxy)acetyl]oxyimino)methyl]-1-piperidinecarboxylate). Solvent: N1=CC=CC=C1 (pyridine). The product is C(C1=CC=CC=C1)OC(=O)N1CCC(CC1)OCC1=NC(=NO1)[C@H]1N(CCCC1)C(=O)OC(C)(C)C (tert-butyl (2S)-2-{5-[(1-[(benzyloxy)carbonyl]-4-piperidyloxy)methyl]-1,2,4-oxadiazol-3-yl}-1-piperidinecarboxylate). RXN SMILES: [NH2:1]/[C:2](=[N:12]\[O:13][C:14](=O)[CH2:15][O:16][CH:17]1[CH2:22][CH2:21][N:20]([C:23]([O:25][CH2:26][C:27]2[CH:32]=[CH:31][CH:30]=[CH:29][CH:28]=2)=[O:24])[CH2:19][CH2:18]1)/[C@@H:3]1[CH2:8][CH2:7][CH2:6][CH2:5][N:4]1[C:9]([O-:11])=[O:10]>N1C=CC=CC=1>[CH2:26]([O:25][C:23]([N:20]1[CH2:21][CH2:22][CH:17]([O:16][CH2:15][C:14]2[O:13][N:12]=[C:2]([C@@H:3]3[CH2:8][CH2:7][CH2:6][CH2:5][N:4]3[C:9]([O:11][C:27]([CH3:32])([CH3:28])[CH3:26])=[O:10])[N:1]=2)[CH2:18][CH2:19]1)=[O:24])[C:27]1[CH:32]=[CH:31][CH:30]=[CH:29][CH:28]=1. Reported procedure: The title compound was prepared by a similar method to Preparation 13 from (Z)-(2S)-2-[amino([2-(1-[(benzyloxy)carbonyl]-4-piperidyloxy)acetyl]oxyimino)methyl]-1-piperidinecarboxylate [see Preparation 93] and pyridine. The crude product was purified by column chromatography on silica gel eluting with a solvent gradient of 80:20, changing to 50:50, by volume, hexane:ethyl acetate, in 5% increments, to afford tert-butyl (2S)-2-{5-[(1-[(benzyloxy)carbonyl]-4-piperidyloxy)methyl]-1,2,4-oxadiazol-3-y...